From a dataset of the Open Reaction Database (ORD), a public repository of structured organic reaction records. describe an organic reaction: reactants, conditions, products, and yield The reactants are COc1ccc2c(c1)ncn2-c1ccc2cccc(N3CCC(NC(=O)OC(C)(C)C)CC3)c2n1, N#N, O=C(O)C(F)(F)F. The product is COc1ccc2c(c1)ncn2-c1ccc2cccc(N3CCC(N)CC3)c2n1. Reaction SMILES: [C:1]([O:2][C:3](=[O:4])[NH:7][CH:8]1[CH2:9][CH2:10][N:11]([c:14]2[cH:15][cH:16][cH:17][c:18]3[cH:19][cH:20][c:21](-[n:24]4[cH:25][n:26][c:27]5[c:28]4[cH:29][cH:30][c:31]([O:33][CH3:34])[cH:32]5)[n:22][c:23]23)[CH2:12][CH2:13]1)([CH3:5])([CH3:6])[CH3:35].[N:43]#[N:44].[OH:36][C:37]([C:38]([F:39])([F:40])[F:41])=[O:42]>>[NH2:7][CH:8]1[CH2:9][CH2:10][N:11]([c:14]2[cH:15][cH:16][cH:17][c:18]3[cH:19][cH:20][c:21](-[n:24]4[cH:25][n:26][c:27]5[c:28]4[cH:29][cH:30][c:31]([O:33][CH3:34])[cH:32]5)[n:22][c:23]23)[CH2:12][CH2:13]1.